Dataset: the Open Reaction Database (ORD), a public repository of structured organic reaction records. Task: describe an organic reaction: reactants, conditions, products, and yield Starting materials: CCCCOCc1ccc(CC[N+](=O)[O-])cc1, ClCCl, C[O-], CO, [Cl-], [Cl-], [Cl-], [Cl-], [Na+], [Ti+4]. The product is CCCCOCc1ccc(CC(Cl)=NO)cc1. Reaction SMILES: [CH2:1]([CH2:2][CH2:3][CH3:4])[O:5][CH2:6][c:7]1[cH:8][cH:9][c:10]([CH2:13][CH2:14][N+:15](=[O:16])[O-:17])[cH:11][cH:12]1.[CH2:21]([Cl:22])[Cl:23].[CH3:18][O-:19].[CH3:24][OH:25].[Cl-:26].[Cl-:28].[Cl-:29].[Cl-:30].[Na+:20].[Ti+4:27]>>[CH2:1]([CH2:2][CH2:3][CH3:4])[O:5][CH2:6][c:7]1[cH:8][cH:9][c:10]([CH2:13][C:14](=[N:15][OH:17])[Cl:22])[cH:11][cH:12]1. The reactants are CC(=O)OC(C)=O, O=C(O)c1cccc(I)c1C(=O)O. Product: O=C1OC(=O)c2c(I)cccc21. Reaction SMILES: [CH3:14][C:15]([O:16][C:17](=[O:18])[CH3:19])=[O:20].[I:1][c:2]1[c:3]([C:11](=[O:12])[OH:13])[c:4]([C:5](=[O:6])[OH:7])[cH:8][cH:9][cH:10]1>>[I:1][c:2]1[c:3]2[c:4]([cH:8][cH:9][cH:10]1)[C:5](=[O:7])[O:13][C:11]2=[O:12]. The reactants are N(=[N+]=[N-])C[C@H](CC1=CC=CC=C1)N (1-azido-2-(S)-amino-3-phenyl-propane), C1(=CC=CC=C1)P(C1=CC=CC=C1)C1=CC=CC=C1 (triphenylphosphine). The solvent is C1CCOC1 (THF), O (water). Conditions: time 24 hour. Product: NC[C@H](CC1=CC=CC=C1)N (1,2-(S)-diamino-3-phenylpropane). Yield: 65.2%. As a reaction SMILES: [N:1]([CH2:4][C@@H:5]([NH2:13])[CH2:6][C:7]1[CH:12]=[CH:11][CH:10]=[CH:9][CH:8]=1)=[N+]=[N-].C1(P(C2C=CC=CC=2)C2C=CC=CC=2)C=CC=CC=1>C1COCC1.O>[NH2:1][CH2:4][C@@H:5]([NH2:13])[CH2:6][C:7]1[CH:8]=[CH:9][CH:10]=[CH:11][CH:12]=1. Procedure details: A sample of the compound from step 4a (790 mg, 4.48 mmole) was dissolved in 30 mL of THF and 6 mL of water, triphenylphosphine (5.0 g, 19.1 mmole) was added, and the reaction mixture was stfired for 24 hours at reflux. The solvent was removed, and the residue was dissolved in 2 N HCl. NaCl was added, and the solution was extracted with ethyl ether. The aqueous layer was adjusted to pH 12 with K2CO3, saturated with NaCl, then extracted with GICl3 and CHCl3 containing 15% isopropanol. The solvent ... As a reaction SMILES: [CH2:1]1[O:2][CH2:3][CH2:4][CH2:5]1.[CH2:6]([c:7]1[cH:8][cH:9][cH:10][cH:11][cH:12]1)[O:13][c:14]1[cH:15][c:16]2[c:17]([c:18]3[cH:19][cH:20][cH:21][n:22][c:23]13)[CH:24]([CH2:40][Cl:41])[CH2:25][N:26]2[C:27](=[O:28])[c:29]1[nH:30][c:31]2[cH:32][cH:33][c:34]([O:38][CH3:39])[cH:35][c:36]2[cH:37]1.[OH2:42]>>[OH:13][c:14]1[cH:15][c:16]2[c:17]([c:18]3[cH:19][cH:20][cH:21][n:22][c:23]13)[CH:24]([CH2:40][Cl:41])[CH2:25][N:26]2[C:27](=[O:28])[c:29]1[nH:30][c:31]2[cH:32][cH:33][c:34]([O:38][CH3:39])[cH:35][c:36]2[cH:37]1. Product: COc1ccc2[nH]c(C(=O)N3CC(CCl)c4c3cc(O)c3ncccc43)cc2c1. Starting materials: C1CCOC1, COc1ccc2[nH]c(C(=O)N3CC(CCl)c4c3cc(OCc3ccccc3)c3ncccc43)cc2c1, O. Starting materials: S(=O)(=O)(C1=CC=C(C)C=C1)N1CCCC(C2=C1C=CC=C2)=O (1-tosyl-2,3,4,5-tetrahydro-1H-1-benzazepin-5-one), [Cl-].[NH4+] (ammonium chloride), C1=CC=C(C=C1)S(=O)(=O)N(F)S(=O)(=O)C2=CC=CC=C2 (N-fluorobenzenesulfonimide). Solvent: O1CCCC1 (tetrahydrofuran), C(C)(C)NC(C)C (diisopropylamine), C(CCC)[Li] (n-butyllithium), O1CCCC1 (tetrahydrofuran), O1CCCC1 (tetrahydrofuran). Reaction conditions: temperature -78 celsius. Product: FC1CCN(C2=C(C1=O)C=CC=C2)S(=O)(=O)C2=CC=C(C)C=C2 (4-fluoro-1-tosyl-2,3,4,5-tetrahydro-1H-1-benzazepin-5-one). The yield is 78.6%. Reaction SMILES: [S:1]([N:11]1[C:17]2[CH:18]=[CH:19][CH:20]=[CH:21][C:16]=2[C:15](=[O:22])[CH2:14][CH2:13][CH2:12]1)([C:4]1[CH:10]=[CH:9][C:7]([CH3:8])=[CH:6][CH:5]=1)(=[O:3])=[O:2].C1C=CC(S(N(S(C2C=CC=CC=2)(=O)=O)[F:33])(=O)=O)=CC=1.[Cl-].[NH4+]>O1CCCC1.C(NC(C)C)(C)C.C([Li])CCC>[F:33][CH:14]1[C:15](=[O:22])[C:16]2[CH:21]=[CH:20][CH:19]=[CH:18][C:17]=2[N:11]([S:1]([C:4]2[CH:5]=[CH:6][C:7]([CH3:8])=[CH:9][CH:10]=2)(=[O:2])=[O:3])[CH2:12][CH2:13]1 |f:2.3|. Reported procedure: In 150 ml of tetrahydrofuran was dissolved 3.55 ml of diisopropylamine, and 14.9 ml of n-butyllithium was added dropwise while stirring at -78° C. in an atmosphere of argon. After 30 minutes of stirring under ice-cooling, the reaction mixture was cooled to -78° C., 60 ml of tetrahydrofuran solution containing 6.39 g of 1-tosyl-2,3,4,5-tetrahydro-1H-1-benzazepin-5-one was added dropwise thereto and the resulting mixture was stirred for 30 minutes. Then, 90 ml of tetrahydrofuran solution containin... Reactants: FC(C(F)(F)F)(OC(C(OC(COCCCCBr)(F)F)(F)F)(F)F)F (4-(2-(2-(pentafluoroethoxy)tetrafluoroethoxy)-2,2-difluoroethoxy)-1-bromobutane), C(CCCCC)OC=1C=NC(=NC1)C1=CC=C(C=C1)O (5-hexyloxy-2-(4-hydroxyphenyl)pyrimidine). Run in O (water). Product: C(CCCCC)OC=1C=NC(=NC1)C1=CC=C(C=C1)OCCCCOCC(F)(F)OC(C(OC(C(F)(F)F)(F)F)(F)F)(F)F (5-Hexyloxy-2-[4-(4-(2-(2-(pentafluoroethoxy)tetrafluoroethoxy)-2,2-difluoroethoxy)butoxy)phenyl]pyrimidine). As a reaction SMILES: [F:1][C:2]([F:25])([O:7][C:8]([F:24])([F:23])[C:9]([F:22])([F:21])[O:10][C:11]([F:20])([F:19])[CH2:12][O:13][CH2:14][CH2:15][CH2:16][CH2:17]Br)[C:3]([F:6])([F:5])[F:4].[CH2:26]([O:32][C:33]1[CH:34]=[N:35][C:36]([C:39]2[CH:44]=[CH:43][C:42]([OH:45])=[CH:41][CH:40]=2)=[N:37][CH:38]=1)[CH2:27][CH2:28][CH2:29][CH2:30][CH3:31]>O>[CH2:26]([O:32][C:33]1[CH:38]=[N:37][C:36]([C:39]2[CH:40]=[CH:41][C:42]([O:45][CH2:17][CH2:16][CH2:15][CH2:14][O:13][CH2:12][C:11]([O:10][C:9]([F:22])([F:21])[C:8]([F:24])([F:23])[O:7][C:2]([F:25])([F:1])[C:3]([F:6])([F:5])[F:4])([F:20])[F:19])=[CH:43][CH:44]=2)=[N:35][CH:34]=1)[CH2:27][CH2:28][CH2:29][CH2:30][CH3:31]. Procedure details: The title compound was prepared essentially as in Example 1 by combining 4-(2-(2-(pentafluoroethoxy)tetrafluoroethoxy)-2,2-difluoroethoxy)-1-bromobutane (14.9 g, 32.0 mmol, Example 19) with 5-hexyloxy-2-(4-hydroxyphenyl)pyrimidine (8.0 g, 29.4 mmol). The resulting product was isolated by addition of water (160 mL), followed by filtration and recrystallization from ethanol. The recrystallized precipitate was dried at about 130° C., and the resulting product was further purified by distillation us... The reactants are C(C1=CC=CC=C1)N(C1CN(CCOC1)C(=O)OC(C)(C)C)C (tert-butyl 6-(benzyl(methyl)amino)-1,4-oxazepane-4-carboxylate), 107.2, C(=O)O (HCO2H). The reagents and catalysts are [Pd] (Pd/C). Solvent: CO (MeOH). Conditions: time 22 hour. Product: CNC1CN(CCOC1)C(=O)OC(C)(C)C (tert-butyl 6-(methylamino)-1,4-oxazepane-4-carboxylate). Reaction SMILES: [CH2:1]([N:8](C)[CH:9]1[CH2:15][O:14][CH2:13][CH2:12][N:11]([C:16]([O:18][C:19]([CH3:22])([CH3:21])[CH3:20])=[O:17])[CH2:10]1)C1C=CC=CC=1.C(O)=O>CO.[Pd]>[CH3:1][NH:8][CH:9]1[CH2:15][O:14][CH2:13][CH2:12][N:11]([C:16]([O:18][C:19]([CH3:22])([CH3:21])[CH3:20])=[O:17])[CH2:10]1. Reported procedure: A solution of tert-butyl 6-(benzyl(methyl)amino)-1,4-oxazepane-4-carboxylate (0.795 g (2.48 mmol) 107.2 in MeOH (20 mL) was treated with 5% Pd/C (0.26 g) and HCO2H (1 mL). The black suspension was stirred under a 60 PSI H2 atmosphere for 22 hr. The catalyst was removed by filtration through celite and the filtrate was concentrated in vacuo to remove volatiles. The residue was diluted with EtOAc and washed with sat′d NaHCO3, dried over MgSO4, filtered, and concentrated to yield 0.tert-butyl 6-(me... Starting materials: [I-].[Cs+] (caesium iodide), II (iodine), [I-].[Cs+] (caesium iodide), II (iodine), N(=O)OCCC(C)C (isopentyl nitrite), NC=1C2=C(N=C(N1)C=1N=C(N3C1C=CC(=C3)Cl)CC3=C(C(=CC=C3F)F)F)NC(C2(C)C)=O (4-amino-2-[6-chloro-3-(2,3,6-trifluorobenzyl)imidazo[1,5-a]pyridin-1-yl]-5,5-dimethyl-5,7-dihydro-6H-pyrrolo[2,3-d]pyrimidin-6-one), N(=O)OCCC(C)C (isopentyl nitrite), NC=1C2=C(N=C(N1)C=1N=C(N3C1C=CC(=C3)Cl)CC3=C(C(=CC=C3F)F)F)NC(C2(C)C)=O (4-amino-2-[6-chloro-3-(2,3,6-trifluorobenzyl)imidazo[1,5-a]pyridin-1-yl]-5,5-dimethyl-5,7-dihydro-6H-pyrrolo[2,3-d]pyrimidin-6-one). Reagents/catalysts: [Cu]I (copper(I) iodide), [Cu]I (copper(I) iodide). Solvent: COCCOC (1,2-dimethoxyethane). Yields the product ClC=1C=CC=2N(C1)C(=NC2C=2N=C(C1=C(N2)NC(C1(C)C)=O)I)CC1=C(C(=CC=C1F)F)F (2-[6-Chloro-3-(2,3,6-trifluorobenzyl)imidazo[1,5-a]pyridin-1-yl]-4-iodo-5,5-dimethyl-5,7-dihydro-6H-pyrrolo[2,3-d]pyrimidin-6-one). Isolated yield 34.4%. As a reaction SMILES: N[C:2]1[C:3]2[C:30]([CH3:32])([CH3:31])[C:29](=[O:33])[NH:28][C:4]=2[N:5]=[C:6]([C:8]2[N:9]=[C:10]([CH2:18][C:19]3[C:24]([F:25])=[CH:23][CH:22]=[C:21]([F:26])[C:20]=3[F:27])[N:11]3[CH:16]=[C:15]([Cl:17])[CH:14]=[CH:13][C:12]=23)[N:7]=1.[I-:34].[Cs+].II.N(OCCC(C)C)=O>COCCOC.[Cu]I>[Cl:17][C:15]1[CH:14]=[CH:13][C:12]2[N:11]([C:10]([CH2:18][C:19]3[C:24]([F:25])=[CH:23][CH:22]=[C:21]([F:26])[C:20]=3[F:27])=[N:9][C:8]=2[C:6]2[N:7]=[C:2]([I:34])[C:3]3[C:30]([CH3:32])([CH3:31])[C:29](=[O:33])[NH:28][C:4]=3[N:5]=2)[CH:16]=1 |f:1.2|. Procedure: 556 mg (1.176 mmol) of 4-amino-2-[6-chloro-3-(2,3,6-trifluorobenzyl)imidazo[1,5-a]pyridin-1-yl]-5,5-dimethyl-5,7-dihydro-6H-pyrrolo[2,3-d]pyrimidin-6-one (described in WO 2010/065275) was put in 1,2-dimethoxyethane (14 ml), and 305 mg (1.176 mmol) of caesium iodide, 149 mg (0.588 mmol) of iodine and 67 mg (0.353 mmol) of copper(I) iodide were added at room temperature. Then isopentyl nitrite (0.933 ml) was added and it was heated overnight to 60° C. Next day, 305 mg (1.176 mmol) of caesium iodid...